Dataset: the Open Reaction Database (ORD), a public repository of structured organic reaction records. Task: describe an organic reaction: reactants, conditions, products, and yield Reactants: C(C1=CC=CC=C1)N1CCC(CC1)OCC(=O)OCC (ethyl 2-(1-benzyl-4-piperidyloxy)-acetate), [H][H] (hydrogen), [H][H] (hydrogen), C (charcoal). Solvent: C(C)O (ethanol). The product is N1CCC(CC1)OCC(=O)OCC (ethyl 2-(4-piperidyloxy)-acetate). Isolated yield 74.2%. RXN SMILES: C([N:8]1[CH2:13][CH2:12][CH:11]([O:14][CH2:15][C:16]([O:18][CH2:19][CH3:20])=[O:17])[CH2:10][CH2:9]1)C1C=CC=CC=1.[H][H].C>C(O)C>[NH:8]1[CH2:9][CH2:10][CH:11]([O:14][CH2:15][C:16]([O:18][CH2:19][CH3:20])=[O:17])[CH2:12][CH2:13]1. Procedure details: A solution of 36.4 g (0.131 mole) of ethyl 2-(1-benzyl-4-piperidyloxy)-acetate in 200 ml of absolute ethanol was reacted with hydrogen at 50° C in the presence of 3.5 g of 5% palladized charcoal until the theoretical amount of hydrogen was absorbed and the catalyst was filtered off. The ethanol was evaporated off and the residue was distilled to obtain 18.2 g (74% yield) of ethyl 2-(4-piperidyloxy)-acetate as a clear oil boiling at 102° C at 0.1 mm Hg and having a refractive index nD20 = 1.4665. The reactants are ClC1=NC=CC(=N1)C1=CC(=NC=C1)Cl (2-chloro-4-(2-chloro-4-pyridinyl)pyrimidine), O1CC(CC1)CN (tetrahydro-3-furanmethanamine), product, O1CC(CC1)CN (tetrahydro-3-furanmethanamine). Product: ClC1=NC=CC(=C1)C1=NC(=NC=C1)NCC1COCC1 (4-(2-chloro-4-pyridinyl)-N-[(tetrahydro-3-furanyl)methyl]-2-pyrimidinamine). RXN SMILES: Cl[C:2]1[N:7]=[C:6]([C:8]2[CH:13]=[CH:12][N:11]=[C:10]([Cl:14])[CH:9]=2)[CH:5]=[CH:4][N:3]=1.[O:15]1[CH2:19][CH2:18][CH:17]([CH2:20][NH2:21])[CH2:16]1>>[Cl:14][C:10]1[CH:9]=[C:8]([C:6]2[CH:5]=[CH:4][N:3]=[C:2]([NH:21][CH2:20][CH:17]3[CH2:18][CH2:19][O:15][CH2:16]3)[N:7]=2)[CH:13]=[CH:12][N:11]=1. Procedure details: The title compound was prepared from 2-chloro-4-(2-chloro-4-pyridinyl)pyrimidine (i.e., the product of Example 6, Step A) and tetrahydro-3-furanmethanamine (i.e., the product of Step C) in the same fashion as described in Example 9, Step A. Starting materials: CC(C)(C)OC(=O)Nc1ncc(C2(O)CCC(N3CC(NC(=O)CNC(=O)c4cccc(C(F)(F)F)c4)C3)CC2)s1, O=C(O)C(F)(F)F. Product: Nc1ncc(C2(O)CCC(N3CC(NC(=O)CNC(=O)c4cccc(C(F)(F)F)c4)C3)CC2)s1. As a reaction SMILES: [C:8]([O:9][C:10](=[O:11])[NH:14][c:15]1[s:16][c:17]([C:20]2([OH:47])[CH2:21][CH2:22][CH:23]([N:26]3[CH2:27][CH:28]([NH:30][C:31]([CH2:32][NH:33][C:34]([c:35]4[cH:36][c:37]([C:41]([F:42])([F:43])[F:44])[cH:38][cH:39][cH:40]4)=[O:45])=[O:46])[CH2:29]3)[CH2:24][CH2:25]2)[cH:18][n:19]1)([CH3:12])([CH3:13])[CH3:48].[F:1][C:2]([F:3])([F:4])[C:5]([OH:6])=[O:7]>>[NH2:14][c:15]1[s:16][c:17]([C:20]2([OH:47])[CH2:21][CH2:22][CH:23]([N:26]3[CH2:27][CH:28]([NH:30][C:31]([CH2:32][NH:33][C:34]([c:35]4[cH:36][c:37]([C:41]([F:42])([F:43])[F:44])[cH:38][cH:39][cH:40]4)=[O:45])=[O:46])[CH2:29]3)[CH2:24][CH2:25]2)[cH:18][n:19]1. Reactants: CCOC(=O)COc1ccccc1C=O, CCO, Cl, O=C1CCCC1, c1ccccc1. Product: CCOC(=O)COc1ccccc1C=C1CCCC1=O. Reaction SMILES: [CH2:7]([CH3:8])[O:9][C:10]([CH2:11][O:12][c:13]1[c:14]([CH:19]=[O:20])[cH:15][cH:16][cH:17][cH:18]1)=[O:21].[CH3:29][CH2:30][OH:31].[ClH:28].[O:1]=[C:2]1[CH2:3][CH2:4][CH2:5][CH2:6]1.[cH:22]1[cH:23][cH:24][cH:25][cH:26][cH:27]1>>[O:1]=[C:2]1[C:3](=[CH:19][c:14]2[c:13]([O:12][CH2:11][C:10]([O:9][CH2:7][CH3:8])=[O:21])[cH:18][cH:17][cH:16][cH:15]2)[CH2:4][CH2:5][CH2:6]1. Starting materials: O (Water), BrC1=CC(=C(N)C(=C1)C)[N+](=O)[O-] (4-bromo-6-methyl-2-nitroaniline), C1(=CC=CC=C1)B(O)O (phenylboronic acid), C([O-])([O-])=O.[Cs+].[Cs+] (cesium carbonate). Reagents/catalysts: C=1C=CC(=CC1)[P](C=2C=CC=CC2)(C=3C=CC=CC3)[Pd]([P](C=4C=CC=CC4)(C=5C=CC=CC5)C=6C=CC=CC6)([P](C=7C=CC=CC7)(C=8C=CC=CC8)C=9C=CC=CC9)[P](C=1C=CC=CC1)(C=1C=CC=CC1)C=1C=CC=CC1 (tetrakis(triphenylphosphine)palladium). Solvent: CN(C)C=O (DMF). Reaction conditions: temperature 100 celsius, time 4 hour. The product is NC1=C(C=C(C=C1[N+](=O)[O-])C1=CC=CC=C1)C (4-amino-3-methyl-5-nitrobiphenyl). Isolated yield 81.5%. RXN SMILES: Br[C:2]1[CH:8]=[C:7]([CH3:9])[C:5]([NH2:6])=[C:4]([N+:10]([O-:12])=[O:11])[CH:3]=1.[C:13]1(B(O)O)[CH:18]=[CH:17][CH:16]=[CH:15][CH:14]=1.C(=O)([O-])[O-].[Cs+].[Cs+].O>CN(C=O)C.C1C=CC([P]([Pd]([P](C2C=CC=CC=2)(C2C=CC=CC=2)C2C=CC=CC=2)([P](C2C=CC=CC=2)(C2C=CC=CC=2)C2C=CC=CC=2)[P](C2C=CC=CC=2)(C2C=CC=CC=2)C2C=CC=CC=2)(C2C=CC=CC=2)C2C=CC=CC=2)=CC=1>[NH2:6][C:5]1[C:4]([N+:10]([O-:12])=[O:11])=[CH:3][C:2]([C:13]2[CH:18]=[CH:17][CH:16]=[CH:15][CH:14]=2)=[CH:8][C:7]=1[CH3:9] |f:2.3.4,^1:37,39,58,77|. Reported procedure: [step 2] Under a nitrogen atmosphere, 4-bromo-6-methyl-2-nitroaniline (2.80 g, 12.1 mmol) obtained in step 1 was dissolved in DMF (60 mL), phenylboronic acid (4.40 g, 36.3 mmol), cesium carbonate (7.90 g, 24.2 mmol) and tetrakis(triphenylphosphine)palladium (1.40 g, 2.42 mmol) were added, and the mixture was stirred at 100° C. for 4 hr. Water was added to the mixture, and the mixture was extracted with ethyl acetate. The organic layer was washed with brine, dried over anhydrous magnesium sulfate... Starting materials: C(C1=CC=CC=C1)OC=1C=CC(=NC1)C=1C(N(C(=NC1)SC)C)=O (5-(5-(benzyloxy)pyridin-2-yl)-3-methyl-2-(methylthio)pyrimidin-4(3H)-one), NC1=CC=CC=C1 (aniline), Cl (hydrochloric acid). Reported procedure: 5-(5-(benzyloxy)pyridin-2-yl)-3-methyl-2-(methylthio)pyrimidin-4(3H)-one (2.5 g, 7.5 mmol) was suspended in 1,4-dioxane (40 ml) and aniline (6.4 ml, 70 mmol) and hydrochloric acid (concentrated, 0.10 ml, 3 mmol) were added. The flask was fitted with a reflux condenser and placed in a preheated oil bath (120 C) and stirred. After stirring at 120 C-130 C for almost 2 days, TLC shows mostly product formed. The reaction was cooled to room temperature, concentrated, and purified on silica gel (˜3 inc... As a reaction SMILES: [CH2:1]([O:8][C:9]1[CH:10]=[CH:11][C:12]([C:15]2[C:16](=[O:24])[N:17]([CH3:23])[C:18](SC)=[N:19][CH:20]=2)=[N:13][CH:14]=1)[C:2]1[CH:7]=[CH:6][CH:5]=[CH:4][CH:3]=1.[NH2:25][C:26]1[CH:31]=[CH:30][CH:29]=[CH:28][CH:27]=1.Cl>O1CCOCC1>[CH2:1]([O:8][C:9]1[CH:10]=[CH:11][C:12]([C:15]2[C:16](=[O:24])[N:17]([CH3:23])[C:18]([NH:25][C:26]3[CH:31]=[CH:30][CH:29]=[CH:28][CH:27]=3)=[N:19][CH:20]=2)=[N:13][CH:14]=1)[C:2]1[CH:7]=[CH:6][CH:5]=[CH:4][CH:3]=1. Isolated yield 52.0%. The product is C(C1=CC=CC=C1)OC=1C=CC(=NC1)C=1C(N(C(=NC1)NC1=CC=CC=C1)C)=O (5-(5-(benzyloxy)pyridin-2-yl)-3-methyl-2-(phenylamino)pyrimidin-4(3H)-one). Solvent: O1CCOCC1 (1,4-dioxane). Reactants: CO, O=C1NCc2c1cccc2[N+](=O)[O-]. The product is Nc1cccc2c1CNC2=O. RXN SMILES: [CH3:14][OH:15].[N+:1]([O-:2])(=[O:3])[c:4]1[c:5]2[c:9]([cH:10][cH:11][cH:12]1)[C:8](=[O:13])[NH:7][CH2:6]2>>[NH2:1][c:4]1[c:5]2[c:9]([cH:10][cH:11][cH:12]1)[C:8](=[O:13])[NH:7][CH2:6]2.